This data is from the Open Reaction Database (ORD), a public repository of structured organic reaction records. The task is: describe an organic reaction: reactants, conditions, products, and yield The reactants are CC1(N)COC(c2nc(-c3ccncc3)c(-c3ccc(F)cc3)[nH]2)OC1, CN(C)C=O, CCN(C(C)C)C(C)C, O=C(O)c1ccccc1. Yields the product CC1(NC(=O)c2ccccc2)COC(c2nc(-c3ccc(F)cc3)c(-c3ccncc3)[nH]2)OC1. Reaction SMILES: [CH3:1][C:2]1([NH2:26])[CH2:3][O:4][CH:5]([c:8]2[nH:9][c:10](-[c:19]3[cH:20][cH:21][c:22]([F:25])[cH:23][cH:24]3)[c:11](-[c:13]3[cH:14][cH:15][n:16][cH:17][cH:18]3)[n:12]2)[O:6][CH2:7]1.[CH3:45][N:46]([CH3:47])[CH:48]=[O:49].[CH:36]([N:37]([CH:38]([CH3:39])[CH3:40])[CH2:41][CH3:42])([CH3:43])[CH3:44].[OH:27][C:28](=[O:29])[c:30]1[cH:31][cH:32][cH:33][cH:34][cH:35]1>>[CH3:1][C:2]1([NH:26][C:28](=[O:27])[c:30]2[cH:31][cH:32][cH:33][cH:34][cH:35]2)[CH2:3][O:4][CH:5]([c:8]2[n:9][c:10](-[c:19]3[cH:20][cH:21][c:22]([F:25])[cH:23][cH:24]3)[c:11](-[c:13]3[cH:14][cH:15][n:16][cH:17][cH:18]3)[nH:12]2)[O:6][CH2:7]1.